Dataset: the Open Reaction Database (ORD), a public repository of structured organic reaction records. Task: describe an organic reaction: reactants, conditions, products, and yield The reactants are Br, O=CNc1ccccc1CN(C(=O)OCc1ccccc1)C1CCC(=O)NC1=O, CC(=O)O. Product: O=CNc1ccccc1CNC1CCC(=O)NC1=O. Reaction SMILES: [BrH:30].[CH2:1]([O:2][C:3](=[O:4])[N:10]([CH:11]1[C:12](=[O:18])[NH:13][C:14](=[O:17])[CH2:15][CH2:16]1)[CH2:19][c:20]1[c:21]([NH:26][CH:27]=[O:28])[cH:22][cH:23][cH:24][cH:25]1)[c:5]1[cH:6][cH:7][cH:8][cH:9][cH:29]1.[CH3:31][C:32](=[O:33])[OH:34]>>[NH:10]([CH:11]1[C:12](=[O:18])[NH:13][C:14](=[O:17])[CH2:15][CH2:16]1)[CH2:19][c:20]1[c:21]([NH:26][CH:27]=[O:28])[cH:22][cH:23][cH:24][cH:25]1. Starting materials: [N+](=O)([O-])C1=CC=C(C=C1)N1CCC(CC1)=O (1-(4-nitrophenyl)-4-piperidone), CNCCC1=CC=C(C=C1)[N+](=O)[O-] (N-methyl-N-(2-(4-nitrophenyl)ethyl)amine). The product is [N+](=O)([O-])C1=CC=C(C=C1)N1CCC(CC1)N(CCC1=CC=C(C=C1)[N+](=O)[O-])C (1-(4-nitrophenyl)-4-(N-methyl-N-(2-(4-nitrophenyl)ethyl)amino)piperidine). Isolated yield 52.5%. Reaction SMILES: [N+:1]([C:4]1[CH:9]=[CH:8][C:7]([N:10]2[CH2:15][CH2:14][C:13](=O)[CH2:12][CH2:11]2)=[CH:6][CH:5]=1)([O-:3])=[O:2].[CH3:17][NH:18][CH2:19][CH2:20][C:21]1[CH:26]=[CH:25][C:24]([N+:27]([O-:29])=[O:28])=[CH:23][CH:22]=1>>[N+:1]([C:4]1[CH:9]=[CH:8][C:7]([N:10]2[CH2:15][CH2:14][CH:13]([N:18]([CH3:17])[CH2:19][CH2:20][C:21]3[CH:22]=[CH:23][C:24]([N+:27]([O-:29])=[O:28])=[CH:25][CH:26]=3)[CH2:12][CH2:11]2)=[CH:6][CH:5]=1)([O-:3])=[O:2]. Procedure: 2.4 g (10.9 mmol) of 1-(4-nitrophenyl)-4-piperidone and 2.0 g (10.9 mmol) of N-methyl-N-(2-(4-nitrophenyl)ethyl)amine were reacted in a similar manner to Example 1. 2.2 g of 1-(4-nitrophenyl)-4-(N-methyl-N-(2-(4-nitrophenyl)ethyl)amino)piperidine were obtained. Melting point 97°-98° C.